From a dataset of the Open Reaction Database (ORD), a public repository of structured organic reaction records. describe an organic reaction: reactants, conditions, products, and yield The reactants are N1C(CCNC2=C1C=CC=C2)=O (1,3,4,5-tetrahydro-1,5-benzodiazepin-2(2H)-one), COC=1C=C(C=CC1OC)S(=O)(=O)Cl (3,4-dimethoxybenzenesulfonyl chloride). Run in C(C)(=O)OCC (ethyl acetate), N1=CC=CC=C1 (pyridine). Reaction conditions: time 2 hour. The product is COC=1C=C(C=CC1OC)S(=O)(=O)N1CCC(NC2=C1C=CC=C2)=O (5-(3,4-dimethoxybenzenesulfonyl)-1,3,4,5-tetrahydro-1,5-benzodiazepin-2(2H)-one). Yield: 85.0%. Reaction SMILES: [NH:1]1[C:7]2[CH:8]=[CH:9][CH:10]=[CH:11][C:6]=2[NH:5][CH2:4][CH2:3][C:2]1=[O:12].[CH3:13][O:14][C:15]1[CH:16]=[C:17]([S:23](Cl)(=[O:25])=[O:24])[CH:18]=[CH:19][C:20]=1[O:21][CH3:22]>N1C=CC=CC=1.C(OCC)(=O)C>[CH3:13][O:14][C:15]1[CH:16]=[C:17]([S:23]([N:5]2[C:6]3[CH:11]=[CH:10][CH:9]=[CH:8][C:7]=3[NH:1][C:2](=[O:12])[CH2:3][CH2:4]2)(=[O:24])=[O:25])[CH:18]=[CH:19][C:20]=1[O:21][CH3:22]. Reported procedure: To a solution of 1,3,4,5-tetrahydro-1,5-benzodiazepin-2(2H)-one (700 mg) in pyridine (10 ml) was added 3,4-dimethoxybenzenesulfonyl chloride (1.07 g) and the mixture was stirred at ambient temperature for 2 hours. The resulting mixture was diluted with ethyl acetate, and then the organic solution was washed successively with 0.5N hydrochloric acid, saturated aqueous sodium bicarbonate solution and brine. Drying, filtering and the removal of solvents afforded a crude product. The crude product wa... The reactants are O=[Ag], CCOC(=O)C(C)O, CCCI, CN(C)C=O. Yields the product CCCOC(C)C(=O)OCC. Reaction SMILES: [Ag:18]=[O:19].[C:1]([CH:2]([OH:3])[CH3:4])(=[O:5])[O:6][CH2:7][CH3:8].[CH2:9]([CH2:10][CH3:11])[I:12].[CH3:13][N:14]([CH3:15])[CH:16]=[O:17]>>[C:1]([CH:2]([O:3][CH2:9][CH2:10][CH3:11])[CH3:4])(=[O:5])[O:6][CH2:7][CH3:8]. The reactants are tetrahydropyranyl, [Si](C1=CC=CC=C1)(C1=CC=CC=C1)(C(C)(C)C)OCCCCC=C(COC1OCCCC1)F (1-(t-BUTYLDIPHENYLSILYLOXY)-6-FLUORO-7-(2-TETRAHYDROPYRANYLOXY)-5-HEPTENE), C(CCC)[Sn](O[Sn](N=C=S)(CCCC)CCCC)(N=C=S)CCCC (Tetrabutyl-1,3-diisothiocyanatodistannoxane). The solvent is CO (methanol). The product is [Si](C1=CC=CC=C1)(C1=CC=CC=C1)(C(C)(C)C)OCCCCC=C(CO)F (1-(t-BUTYLDIPHENYLSILYLOXY)-6-FLUORO-5-HEPTENE-7-OL). The yield is 88.9%. RXN SMILES: [Si:1]([O:18][CH2:19][CH2:20][CH2:21][CH2:22][CH:23]=[C:24]([F:33])[CH2:25][O:26]C1CCCCO1)([C:14]([CH3:17])([CH3:16])[CH3:15])([C:8]1[CH:13]=[CH:12][CH:11]=[CH:10][CH:9]=1)[C:2]1[CH:7]=[CH:6][CH:5]=[CH:4][CH:3]=1.C([Sn](CCCC)(N=C=S)O[Sn](CCCC)(CCCC)N=C=S)CCC>CO>[Si:1]([O:18][CH2:19][CH2:20][CH2:21][CH2:22][CH:23]=[C:24]([F:33])[CH2:25][OH:26])([C:14]([CH3:17])([CH3:15])[CH3:16])([C:8]1[CH:13]=[CH:12][CH:11]=[CH:10][CH:9]=1)[C:2]1[CH:3]=[CH:4][CH:5]=[CH:6][CH:7]=1. Procedure: The tetrahydropyranyl derivative prepared in 3C (2.26 g, 4.8 mmoles) was dissolved in methanol. Tetrabutyl-1,3-diisothiocyanatodistannoxane (30 mg) was added and the mixture was refluxed for 24 hrs. Methanol was evaporated under reduced pressure. The residue was dissolved in ether and washed with water. The organic layer was dried over sodium sulfate, filtered and concentrated under reduced pressure. Flash chromatography on silicagel and elution with a 2:8 mixture of hexane and ethyl acetate aff... Reactants: N[C@@H](CCC(N)=O)C(=O)O (glutamine), N[C@@H](CCC(N)=O)C(=O)O ((S)-glutamine), CO (methanol), O (water), C(C)#N (acetonitrile). Solvent: O1CCCC1 (tetrahydrofuran). The product is N[C@H](CCC(N)=O)C(=O)O ((R)-glutamine). RXN SMILES: [NH2:1][C@H:2]([C:8]([OH:10])=[O:9])[CH2:3][CH2:4][C:5](=[O:7])[NH2:6].CO.O.C(#N)C>O1CCCC1>[NH2:1][C@@H:2]([C:8]([OH:10])=[O:9])[CH2:3][CH2:4][C:5](=[O:7])[NH2:6]. Reported procedure: Example 1 was repeated with the difference that the sample to be tested was a glutamine of unknown enantiomer composition, the comparison samples were (RS)-, (R)-, and (S)-glutamine, and the mobile phase was a mixture of methanol, water, acetonitrile, and tetrahydrofuran in a 1:1:2:2 ratio by volume. In this case, the (R)-glutamine gave a spot with an Rf -value of 0.70 and the (S)-glutamine gave a spot with an Rf -value of 0.62. Procedure details: Beginning with 20.0 mg (0.087 mMol) 5-amino-3-(1-methylpiperidin-4-yl)-1H-indole and 44.0 mg (0.131 mMol) 4-(methylthio)benzoic acid, 18.9 mg (57.1%) of the title compound were recovered. The product is CSC1=CC=C(C(=O)NC=2C=C3C(=CNC3=CC2)C2CCN(CC2)C)C=C1 (5-(4-(methylthio)benzoyl)amino-3-(1-methylpiperidin-4-yl)-1H-indole). Isolated yield 57.2%. Reactants: NC=1C=C2C(=CNC2=CC1)C1CCN(CC1)C (5-amino-3-(1-methylpiperidin-4-yl)-1H-indole), CSC1=CC=C(C(=O)O)C=C1 (4-(methylthio)benzoic acid). Reaction SMILES: [NH2:1][C:2]1[CH:3]=[C:4]2[C:8](=[CH:9][CH:10]=1)[NH:7][CH:6]=[C:5]2[CH:11]1[CH2:16][CH2:15][N:14]([CH3:17])[CH2:13][CH2:12]1.[CH3:18][S:19][C:20]1[CH:28]=[CH:27][C:23]([C:24](O)=[O:25])=[CH:22][CH:21]=1>>[CH3:18][S:19][C:20]1[CH:28]=[CH:27][C:23]([C:24]([NH:1][C:2]2[CH:3]=[C:4]3[C:8](=[CH:9][CH:10]=2)[NH:7][CH:6]=[C:5]3[CH:11]2[CH2:16][CH2:15][N:14]([CH3:17])[CH2:13][CH2:12]2)=[O:25])=[CH:22][CH:21]=1. The reactants are C(C1=CC=CC=C1)OC1=C(C=C(C=C1)N1CCN(CC1)CCCC1CCCCC1)Cl (1-(4-benzyloxy-3-chlorophenyl)-4-(3-cyclohexylpropyl)piperazine), C(C1=CC=CC=C1)OC1=C(C=C(C=C1)N1CCN(CC1)CCC1=CC=C(C=C1)Cl)F (1-(4-benzyloxy-3-fluorophenyl)-4-[2-(4-chlorophenyl)-ethyl]piperazine). The product is ClC1=CC=C(C=C1)CCN1CCN(CC1)C1=CC(=C(C=C1)O)F (4-[4-[2-(4-chlorophenyl)-ethyl]piperazin-1-yl]-2-fluorophenol). Yield: 87.4%. RXN SMILES: C(OC1C=CC(N2CCN(CCCC3CCCCC3)CC2)=CC=1Cl)C1C=CC=CC=1.C([O:38][C:39]1[CH:44]=[CH:43][C:42]([N:45]2[CH2:50][CH2:49][N:48]([CH2:51][CH2:52][C:53]3[CH:58]=[CH:57][C:56]([Cl:59])=[CH:55][CH:54]=3)[CH2:47][CH2:46]2)=[CH:41][C:40]=1[F:60])C1C=CC=CC=1>>[Cl:59][C:56]1[CH:57]=[CH:58][C:53]([CH2:52][CH2:51][N:48]2[CH2:47][CH2:46][N:45]([C:42]3[CH:43]=[CH:44][C:39]([OH:38])=[C:40]([F:60])[CH:41]=3)[CH2:50][CH2:49]2)=[CH:54][CH:55]=1. Procedure: Production Example 30 was repeated except that 1-(4-benzyloxy-3-chlorophenyl)-4-(3-cyclohexylpropyl)piperazine was replaced with 1-(4-benzyloxy-3-fluorophenyl)-4-[2-(4-chlorophenyl)-ethyl]piperazine (373 mg), to provide crude 4-[4-[2-(4-chlorophenyl)-ethyl]piperazin-1-yl]-2-fluorophenol (257 mg).